This data is from the Open Reaction Database (ORD), a public repository of structured organic reaction records. The task is: describe an organic reaction: reactants, conditions, products, and yield Reactants: CC(=O)O, O=C([O-])O, CC(=O)O, CS(C)=O, O=[N+]([O-])c1cccnc1Cl, Cn1cc(C2=C(c3cn(CCCN)c4ccccc34)C(=O)NC2=O)c2ccccc21, [Na+], O. Product: Cn1cc(C2=C(c3cn(CCCNc4ncccc4[N+](=O)[O-])c4ccccc34)C(=O)NC2=O)c2ccccc21. Reaction SMILES: [C:1]([OH:2])(=[O:3])[CH3:4].[C:39](=[O:40])([OH:41])[O-:42].[CH3:35][C:36](=[O:37])[OH:38].[CH3:54][S:55](=[O:56])[CH3:57].[Cl:44][c:45]1[n:46][cH:47][cH:48][cH:49][c:50]1[N+:51](=[O:52])[O-:53].[NH2:5][CH2:6][CH2:7][CH2:8][n:9]1[cH:10][c:11]([C:18]2=[C:22]([c:23]3[cH:24][n:25]([CH3:32])[c:26]4[cH:27][cH:28][cH:29][cH:30][c:31]34)[C:21](=[O:33])[NH:20][C:19]2=[O:34])[c:12]2[cH:13][cH:14][cH:15][cH:16][c:17]12.[Na+:43].[OH2:58]>>[NH:5]([CH2:6][CH2:7][CH2:8][n:9]1[cH:10][c:11]([C:18]2=[C:22]([c:23]3[cH:24][n:25]([CH3:32])[c:26]4[cH:27][cH:28][cH:29][cH:30][c:31]34)[C:21](=[O:33])[NH:20][C:19]2=[O:34])[c:12]2[cH:13][cH:14][cH:15][cH:16][c:17]12)[c:45]1[n:46][cH:47][cH:48][cH:49][c:50]1[N+:51](=[O:52])[O-:53]. Starting materials: ClC1=NC=CC(=C1)C#CC=1N=C(NC1)C (2-chloro-4-(2-methyl-1H-imidazol-4-ylethynyl)-pyridine), C(C)(C)Br (isopropylbromide). Product: ClC1=NC=CC(=C1)C#CC=1N=C(N(C1)C(C)C)C (2-Chloro-4-(1-isopropyl-2-methyl-1H-imidazol-4-ylethynyl)-pyridine). RXN SMILES: [Cl:1][C:2]1[CH:7]=[C:6]([C:8]#[C:9][C:10]2[N:11]=[C:12]([CH3:15])[NH:13][CH:14]=2)[CH:5]=[CH:4][N:3]=1.[CH:16](Br)([CH3:18])[CH3:17]>>[Cl:1][C:2]1[CH:7]=[C:6]([C:8]#[C:9][C:10]2[N:11]=[C:12]([CH3:15])[N:13]([CH:16]([CH3:18])[CH3:17])[CH:14]=2)[CH:5]=[CH:4][N:3]=1. Procedure details: The title compound, MS: m/e=260.6 (M+H+), was prepared in accordance with the general method of example 1 from 2-chloro-4-(2-methyl-1H-imidazol-4-ylethynyl)-pyridine and isopropylbromide. The reactants are COC(C(C(C1=CC=CC=C1)Cl)=O)=O (3-chloro-3-phenyl-2-oxo-propionic acid methyl ester), C(C)(=S)N (thioacetamide). Product: COC(=O)C=1N=C(SC1C1=CC=CC=C1)C (5-Phenyl-2-methyl-thiazole-4-carboxylic acid methyl ester). As a reaction SMILES: [CH3:1][O:2][C:3](=[O:14])[C:4](=O)[CH:5](Cl)[C:6]1[CH:11]=[CH:10][CH:9]=[CH:8][CH:7]=1.[C:15]([NH2:18])(=[S:17])[CH3:16]>>[CH3:1][O:2][C:3]([C:4]1[N:18]=[C:15]([CH3:16])[S:17][C:5]=1[C:6]1[CH:11]=[CH:10][CH:9]=[CH:8][CH:7]=1)=[O:14]. Reported procedure: prepared by reaction of 3-chloro-3-phenyl-2-oxo-propionic acid methyl ester with thioacetamide. LC-MS: tR=0.88 min; [M+H]+=234.23. RXN SMILES: [CH2:6]([CH3:7])[c:8]1[cH:9][cH:10][c:11](-[c:14]2[cH:15][c:16]3[c:17]([NH:37][C:38]([CH2:39][CH2:40][CH3:41])=[O:42])[n:18][nH:19][c:20]3[cH:21][c:22]2-[c:23]2[cH:24][cH:25][c:26]([O:29][CH2:30][c:31]3[cH:32][cH:33][cH:34][cH:35][cH:36]3)[cH:27][cH:28]2)[cH:12][cH:13]1.[CH3:1][Si:2]([I:3])([CH3:4])[CH3:5].[CH3:43][OH:44]>>[CH2:6]([CH3:7])[c:8]1[cH:9][cH:10][c:11](-[c:14]2[cH:15][c:16]3[c:17]([NH:37][C:38]([CH2:39][CH2:40][CH3:41])=[O:42])[n:18][nH:19][c:20]3[cH:21][c:22]2-[c:23]2[cH:24][cH:25][c:26]([OH:29])[cH:27][cH:28]2)[cH:12][cH:13]1. Reactants: CCCC(=O)Nc1n[nH]c2cc(-c3ccc(OCc4ccccc4)cc3)c(-c3ccc(CC)cc3)cc12, C[Si](C)(C)I, CO. Product: CCCC(=O)Nc1n[nH]c2cc(-c3ccc(O)cc3)c(-c3ccc(CC)cc3)cc12.